This data is from the Open Reaction Database (ORD), a public repository of structured organic reaction records. The task is: describe an organic reaction: reactants, conditions, products, and yield Reactants: CS(=O)(=O)Cl (Methanesulfonyl chloride), FC=1C=C(C=C(C1)OC1OCCCC1)C12OCC(CC1)(CC2)CCO (2-(1-(3-Fluoro-5-(tetrahydro-2H-pyran-2-yloxy)phenyl)-2-oxabicyclo[2.2.2]octan-4-yl) ethanol), TEA. Solvent: C(Cl)Cl (DCM). Conditions: temperature 0 celsius, time 2 hour. The product is CS(=O)(=O)OCCC12COC(CC1)(CC2)C2=CC(=CC(=C2)OC2OCCCC2)F (2-(1-(3-Fluoro-5-(tetrahydro-2H-pyran-2-yloxy)phenyl)-2-oxabicyclo[2.2.2]octan-4-yl)ethyl methanesulfonate). Yield: 100.0%. RXN SMILES: [CH3:1][S:2](Cl)(=[O:4])=[O:3].[F:6][C:7]1[CH:8]=[C:9]([C:20]23[CH2:27][CH2:26][C:23]([CH2:28][CH2:29][OH:30])([CH2:24][CH2:25]2)[CH2:22][O:21]3)[CH:10]=[C:11]([O:13][CH:14]2[CH2:19][CH2:18][CH2:17][CH2:16][O:15]2)[CH:12]=1>C(Cl)Cl>[CH3:1][S:2]([O:30][CH2:29][CH2:28][C:23]12[CH2:24][CH2:25][C:20]([C:9]3[CH:10]=[C:11]([O:13][CH:14]4[CH2:19][CH2:18][CH2:17][CH2:16][O:15]4)[CH:12]=[C:7]([F:6])[CH:8]=3)([CH2:27][CH2:26]1)[O:21][CH2:22]2)(=[O:4])=[O:3]. Reported procedure: Methanesulfonyl chloride (0.100 mL, 1.28 mmol) was added to a solution of 2-(1-(3-fluoro-5-((tetrahydro-2H-pyran-2-yl)oxy)phenyl)-2-oxabicyclo[2.2.2]octan-4-yl)ethanol (36G; 0.373 g, 1.06 mmol) and TEA (0.46 mL. 3.19 mmol) in DCM (5 mL) at 0° C. and the reaction was stirred at 0° C. for 2 h and then concentrated in vacuo. The residue was dissolved in EtOAc (50 mL), washed with 1 N aq. HCl and water, sat. aq. NaHCO3, and water again. The organic layer was dried (MgSO4) and filtered. The filtrate ... The reactants are C1CCOC1, CN(c1ccccc1)C(C(=O)O)c1ccccc1, C(=NC1CCCCC1)=NC1CCCCC1, OC1CN2CCC1CC2, On1nnc2ccccc21. Product: CN(c1ccccc1)C(C(=O)OC1CN2CCC1CC2)c1ccccc1. As a reaction SMILES: [CH2:53]1[O:54][CH2:55][CH2:56][CH2:57]1.[CH3:1][N:2]([CH:3]([C:4](=[O:5])[OH:6])[c:7]1[cH:8][cH:9][cH:10][cH:11][cH:12]1)[c:13]1[cH:14][cH:15][cH:16][cH:17][cH:18]1.[CH:38]1([N:39]=[C:40]=[N:41][CH:42]2[CH2:43][CH2:44][CH2:45][CH2:46][CH2:47]2)[CH2:48][CH2:49][CH2:50][CH2:51][CH2:52]1.[N:19]12[CH2:20][CH:21]([OH:27])[CH:22]([CH2:23][CH2:24]1)[CH2:25][CH2:26]2.[OH:28][n:29]1[c:30]2[c:31]([cH:32][cH:33][cH:34][cH:35]2)[n:36][n:37]1>>[CH3:1][N:2]([CH:3]([C:4](=[O:5])[O:6][CH:21]1[CH2:20][N:19]2[CH2:24][CH2:23][CH:22]1[CH2:25][CH2:26]2)[c:7]1[cH:8][cH:9][cH:10][cH:11][cH:12]1)[c:13]1[cH:14][cH:15][cH:16][cH:17][cH:18]1. The reactants are C(C)OC(C1=C(N=CC=C1)N)=O (2-aminonicotinic acid ethyl ester), [H-].[Al+3].[Li+].[H-].[H-].[H-] (lithium aluminum hydride), O (H2O), [OH-].[Na+] (NaOH), O (H2O). Run in C1CCOC1 (THF), C1CCOC1 (THF). Reaction conditions: time 1.5 hour. Product: NC1=NC=CC=C1CO (2-amino-3-hydroxymethylpyridine). The yield is 79.0%. Reaction SMILES: C([O:3][C:4](=O)[C:5]1[CH:10]=[CH:9][CH:8]=[N:7][C:6]=1[NH2:11])C.[H-].[Al+3].[Li+].[H-].[H-].[H-].O.[OH-].[Na+]>C1COCC1>[NH2:11][C:6]1[C:5]([CH2:4][OH:3])=[CH:10][CH:9]=[CH:8][N:7]=1 |f:1.2.3.4.5.6,8.9|. Procedure: To a solution of 2-aminonicotinic acid ethyl ester (1.74 g, 10.5 mmol) in anhydrous THF (35 mL) was added a solution of lithium aluminum hydride (0.60 g, 15.7 mmol) in THF (17 mL) at 0° C. over 15 min and the mixture stirred for 1.5 h. To the reaction was added sequentially 0.6 mL H2O, 0.6 mL 15% aqueous NaOH and 1.8 mL H2O and the resultant slurry was filtered. The filtrate was dried (MgSO4), filtered, concentrated and purified by column chromatography (10% MeOH/CH2Cl2) to give 2-amino-3-hydrox... Starting materials: CC(=O)C.OS(=O)(=O)O.O=[Cr](=O)=O (Jones Reagent), ClCC(=O)N(C1C(CCC1)O)C1=C(C=CC=C1C)C (2-(N-chloroacetyl-2,6-dimethylphenylamino)cyclopentanol). The solvent is CC(=O)C (acetone). The product is ClCC(=O)N(C1C(CCC1)=O)C1=C(C=CC=C1C)C (2-(N-chloroacetyl-2,6-dimethylphenylamino)cyclopentanone). Yield: 82.7%. Reaction SMILES: CC(C)=O.OS(O)(=O)=O.O=[Cr](=O)=O.[Cl:14][CH2:15][C:16]([N:18]([C:25]1[C:30]([CH3:31])=[CH:29][CH:28]=[CH:27][C:26]=1[CH3:32])[CH:19]1[CH2:23][CH2:22][CH2:21][CH:20]1[OH:24])=[O:17]>CC(C)=O>[Cl:14][CH2:15][C:16]([N:18]([C:25]1[C:26]([CH3:32])=[CH:27][CH:28]=[CH:29][C:30]=1[CH3:31])[CH:19]1[CH2:23][CH2:22][CH2:21][C:20]1=[O:24])=[O:17] |f:0.1.2|. Reported procedure: A 4.5-ml (0.004-mol) sample of Jones Reagent (26.72 g chromium trioxide in 23 ml of concentrated sulfuric acid diluted with H2O to 100 ml) was added dropwise to a vigorously stirred solution of 4.4 g (0.016 mol) 2-(N-chloroacetyl-2,6-dimethylphenylamino)cyclopentanol in 100 ml acetone. The acetone solution was decanted from the solids, dried over magnesium sulfate, treated with silica and evaporated under reduced pressure to give 3.7 g of pale yellow oil. The oil was chromatographed on silica ge... Starting materials: ClC=1C(=NC=C(C(=O)OC)C1)Cl (Methyl 5,6-dichloronicotinate), [H-].[Na+] (sodium hydride), FCC(CF)O (1,3-Difluoropropan-2-ol). Solvent: C1CCOC1 (THF). Conditions: temperature 0 celsius, time 3 hour. Product: ClC=1C(=NC=C(C(=O)OC)C1)OC(CF)CF (methyl 5-chloro-6-[(1,3-difluoropropan-2-yl)oxy]nicotinate). Isolated yield 80.7%. As a reaction SMILES: [Cl:1][C:2]1[C:3](Cl)=[N:4][CH:5]=[C:6]([CH:11]=1)[C:7]([O:9][CH3:10])=[O:8].[H-].[Na+].[F:15][CH2:16][CH:17]([OH:20])[CH2:18][F:19]>C1COCC1>[Cl:1][C:2]1[C:3]([O:20][CH:17]([CH2:18][F:19])[CH2:16][F:15])=[N:4][CH:5]=[C:6]([CH:11]=1)[C:7]([O:9][CH3:10])=[O:8] |f:1.2|. Reported procedure: Methyl 5,6-dichloronicotinate (1.5 g) and 60% sodium hydride (640 mg) were dissolved in THF (45 mL). 1,3-Difluoropropan-2-ol (1.5 g) was added thereto at 0° C., followed by stirring at 0° C. for 3 hours, and the reaction solution was quenched with aqueous NH4Cl. After extraction with EtOAc, the organic layer was dried over MgSO4 and then filtered, and the desiccant was removed. The vehicle was evaporated under reduced pressure, followed by purification by silica gel column chromatography (hexane... Reactants: [H-].[Na+] (sodium hydride), BrC=1N=C(C(=NC1)N)C1=CC=C(C=C1)Cl (5-bromo-3-(4-chloro-phenyl)-pyrazin-2-ylamine), [H-].[Na+] (sodium hydride), oil, BrCCCCCCl (1-bromo-5-chloro-pentane). Solvent: CN(C=O)C (dimethylformamide). Reaction conditions: time 0.5 hour. Product: BrC=1N=C(C(=NC1)N1CCCCC1)C1=CC=C(C=C1)Cl (5-Bromo-3-(4-chloro-phenyl)-2-piperidin-1-yl-pyrazine). Yield: 6.8%. Reaction SMILES: [Br:1][C:2]1[N:3]=[C:4]([C:9]2[CH:14]=[CH:13][C:12]([Cl:15])=[CH:11][CH:10]=2)[C:5]([NH2:8])=[N:6][CH:7]=1.[H-].[Na+].Br[CH2:19][CH2:20][CH2:21][CH2:22][CH2:23]Cl>CN(C)C=O>[Br:1][C:2]1[N:3]=[C:4]([C:9]2[CH:10]=[CH:11][C:12]([Cl:15])=[CH:13][CH:14]=2)[C:5]([N:8]2[CH2:23][CH2:22][CH2:21][CH2:20][CH2:19]2)=[N:6][CH:7]=1 |f:1.2|. Procedure details: To a solution of 0.5 g (0.0018 mol) 5-bromo-3-(4-chloro-phenyl)-pyrazin-2-ylamine in 10 ml dimethylformamide was added at room temperature 0.240 g sodium hydride 55% in oil (0.006 mol) and 0.49 g 1-bromo-5-chloro-pentane (0.0025 mol) and the mixture was stirred at room temperature for 0.5 hours. Another 0.130 g sodium hydride 55% in oil was added and the mixture was stirred at room temperature for 2.5 h. The resulting mixture was partitioned between 10% aqueous citric acid and ethyl acetate. The... RXN SMILES: [CH3:1][C:2]1([CH3:19])[C:10]2[C:5](=[C:6]([CH3:17])[C:7]([N:11]3[CH2:16][CH2:15][O:14][CH2:13][CH2:12]3)=[CH:8][CH:9]=2)[NH:4][C:3]1=O.COCCO[AlH2-]OCCOC.[Na+]>C1(C)C=CC=CC=1>[CH3:1][C:2]1([CH3:19])[C:10]2[C:5](=[C:6]([CH3:17])[C:7]([N:11]3[CH2:16][CH2:15][O:14][CH2:13][CH2:12]3)=[CH:8][CH:9]=2)[NH:4][CH2:3]1 |f:1.2|. Procedure details: To a solution of 3,3,7-trimethyl-6-morpholinoindolin-2-one (45.7 mg, 0.176 mmol) in toluene (10 mL) at 80° C. under N2, Red-Al (0.18 mL, 3M, 0.53 mmol) was added dropwise. The resultant mixture was stirred at 80° C. for 2 h. The mixture was cooled to rt and quenched with NaOH (2 mL, 3N). The mixture was diluted with EtOAc and washed with water and brine, dried and concentrated. Purification of the residue by flash chromatography over silica gel, using 40% EtOAc in hexane, gave 4-(3,3,7-trimethyl... The product is CC1(CNC2=C(C(=CC=C12)N1CCOCC1)C)C (4-(3,3,7-trimethylindolin-6-yl)morpholine). Yield: 76.3%. The reactants are CC1(C(NC2=C(C(=CC=C12)N1CCOCC1)C)=O)C (3,3,7-trimethyl-6-morpholinoindolin-2-one), COCCO[AlH2-]OCCOC.[Na+] (Red-Al), resultant mixture. Run in C1(=CC=CC=C1)C (toluene).